Task: describe an organic reaction: reactants, conditions, products, and yield. Dataset: the Open Reaction Database (ORD), a public repository of structured organic reaction records The reactants are CC(C)NC(=S)N(C(=O)C1CCC2C3CCC4=CC(=O)CCC4(C)C3CCC12C)C(C)C, CN(C)C=O. Yields the product CC(C)NC(=O)N(C(=O)C1CCC2C3CCC4=CC(=O)CCC4(C)C3CCC12C)C(C)C. Reaction SMILES: [O:1]=[C:2]1[CH:3]=[C:4]2[CH2:5][CH2:6][CH:7]3[CH:8]4[CH2:9][CH2:10][CH:11]([C:21](=[O:22])[N:23]([C:24](=[S:25])[NH:26][CH:27]([CH3:28])[CH3:29])[CH:30]([CH3:31])[CH3:32])[C:12]4([CH3:13])[CH2:14][CH2:15][CH:16]3[C:17]2([CH3:20])[CH2:18][CH2:19]1.[O:33]=[CH:34][N:35]([CH3:36])[CH3:37]>>[O:1]=[C:2]1[CH:3]=[C:4]2[CH2:5][CH2:6][CH:7]3[CH:8]4[CH2:9][CH2:10][CH:11]([C:21](=[O:22])[N:23]([C:24]([NH:26][CH:27]([CH3:28])[CH3:29])=[O:33])[CH:30]([CH3:31])[CH3:32])[C:12]4([CH3:13])[CH2:14][CH2:15][CH:16]3[C:17]2([CH3:20])[CH2:18][CH2:19]1. Reactants: OC1=C2C=C(C(NC2=C(C=C1)C)=O)C(C)C (5-Hydroxy-3-isopropyl-8-methylcarbostyril), C([O-])([O-])=O.[K+].[K+] (potassium carbonate), C(C=C)I (allyl iodide). The solvent is CN(C=O)C (dimethylformamide). Reaction conditions: temperature 70 celsius, time 90 minute. Yields the product C(C=C)OC1=C2C=C(C(NC2=C(C=C1)C)=O)C(C)C (5-Allyloxy-3-isopropyl-8-methylcarbostyril). Isolated yield 97.5%. Reaction SMILES: [OH:1][C:2]1[CH:11]=[CH:10][C:9]([CH3:12])=[C:8]2[C:3]=1[CH:4]=[C:5]([CH:14]([CH3:16])[CH3:15])[C:6](=[O:13])[NH:7]2.C(=O)([O-])[O-].[K+].[K+].[CH2:23](I)[CH:24]=[CH2:25]>CN(C)C=O>[CH2:25]([O:1][C:2]1[CH:11]=[CH:10][C:9]([CH3:12])=[C:8]2[C:3]=1[CH:4]=[C:5]([CH:14]([CH3:16])[CH3:15])[C:6](=[O:13])[NH:7]2)[CH:24]=[CH2:23] |f:1.2.3|. Procedure details: 5-Hydroxy-3-isopropyl-8-methylcarbostyril (1.60 g, 7.37 mmol) was dissolved in dimethylformamide (30 ml), to which potassium carbonate (2.50 g, 18.1 mmol) and allyl iodide (0.71 ml, 7.76 mmol) were added. The mixture was stirred at 70° C. for 90 minutes. The reaction mixture was condensed under reduced pressure. The resultant residue was extracted from chloroform-water. The organic phase was washed with saturated aqueous NaCl solution, dried, and condensed under reduced pressure. The residue was... RXN SMILES: [Cl:30][c:31]1[n:32][c:33](-[c:34]2[s:35][c:36]3[c:37]([Cl:38])[cH:39][cH:40][cH:41][c:42]3[cH:43]2)[cH:44][cH:45][n:46]1.[ClH:1].[ClH:2].[ClH:3].[NH2:47][CH2:48][CH2:49][CH2:50][N:51]1[CH2:52][CH2:53][N:54]([CH3:55])[CH2:56][CH2:57]1.[s:4]1[c:5]2[c:6]([cH:7][c:8]1-[c:9]1[n:10][c:11]([NH:15][CH2:16][CH2:17][CH2:18][N:19]3[CH2:20][CH2:21][N:22]([CH3:25])[CH2:23][CH2:24]3)[n:12][cH:13][cH:14]1)[cH:26][cH:27][cH:28][cH:29]2>>[s:4]1[c:5]2[c:6]([cH:7][c:8]1-[c:9]1[n:10][c:11]([NH:15][CH2:16][CH2:17][CH2:18][N:19]3[CH2:20][CH2:21][N:22]([CH3:25])[CH2:23][CH2:24]3)[n:12][cH:13][cH:14]1)[cH:26][cH:27][cH:28][c:29]2[Cl:30]. Reactants: Clc1nccc(-c2cc3cccc(Cl)c3s2)n1, Cl, Cl, Cl, CN1CCN(CCCN)CC1, CN1CCN(CCCNc2nccc(-c3cc4ccccc4s3)n2)CC1. Product: CN1CCN(CCCNc2nccc(-c3cc4cccc(Cl)c4s3)n2)CC1.